From a dataset of the Open Reaction Database (ORD), a public repository of structured organic reaction records. describe an organic reaction: reactants, conditions, products, and yield Starting materials: peroxide, ferrous sulfate heptahydrate, OO (hydrogen peroxide), ferrous sulfate heptahydrate, B(O)(O)O (boric acid), ON1C(CC(CC1(C)C)OC(C1=CC=CC=C1)=O)(C)C (1-oxyl-4-benzoyloxy-2,2,6,6-tetramethylpiperidine), C(C)#N (acetonitrile), peroxide. Reagents/catalysts: B(O)(O)O (boric acid). Solvent: O (water), O (water), C1CCCCC1 (cyclohexane). Reaction conditions: temperature 52 celsius. The product is C1(CCCCC1)ON1C(CC(CC1(C)C)OC(C1=CC=CC=C1)=O)(C)C (1-Cyclohexyloxy-4-benzoyloxy-2,2,6,6-tetramethylpiperidine). The yield is 68.0%. RXN SMILES: B(O)(O)O.[OH:5][N:6]1[C:11]([CH3:13])([CH3:12])[CH2:10][CH:9]([O:14][C:15](=[O:22])[C:16]2[CH:21]=[CH:20][CH:19]=[CH:18][CH:17]=2)[CH2:8][C:7]1([CH3:24])[CH3:23].[C:25](#N)[CH3:26].OO>O.B(O)(O)O.C1CCCCC1>[CH:26]1([O:5][N:6]2[C:11]([CH3:13])([CH3:12])[CH2:10][CH:9]([O:14][C:15](=[O:22])[C:16]3[CH:21]=[CH:20][CH:19]=[CH:18][CH:17]=3)[CH2:8][C:7]2([CH3:24])[CH3:23])[CH2:25][CH2:9][CH2:8][CH2:7][CH2:23]1. Procedure: A solution of 0.100 g (0.360 mmol) of ferrous sulfate heptahydrate and 0.112 g (1.82 mmol) of boric acid in 4 ml of water is added to a mixture of 5.00 g (18.1 mmol) of 1-oxyl-4-benzoyloxy-2,2,6,6-tetramethylpiperidine, 27 ml of acetonitrile, and 19 ml of cyclohexane. The mixture is heated to 52° C. A solution of 4.98 g (73 mmol) of 50% aqueous hydrogen peroxide is added dropwise over 2.75 hours to the reaction mixture while the temperature is brought to and maintained at reflux (63° C.). A solu... Starting materials: ClC1=CC=C(C=C1)C(CCN(CCCCCN)C)C1=NC=CC=C1 (N-[3-(4-chlorophenyl)-3-(2-pyridyl)propyl]-N-methyl-1,5-pentanediamine), C(#N)NC(OC1=CC=CC=C1)=NCCSCC=1N=C(SC1)NC(=N)N (N-cyano-N'-[2-[[(2-guanidino-4-thiazolyl)methyl]thio]ethyl]-O-phenyl-isourea). Product: ClC1=CC=C(C=C1)C(CCN(C)CCCCCNC(=NCCSCC=1N=C(SC1)NC(=N)N)NC#N)C1=NC=CC=C1 (N-[5-[N-[3-(4-chlorophenyl)-3-(2-pyridyl)propyl]-N-methylamino]pentyl]-N'-cyano-N"-[2-[[(2-guanidino-4-thiazolyl)methyl]thio]ethyl]guanidine). Reaction SMILES: [Cl:1][C:2]1[CH:7]=[CH:6][C:5]([CH:8]([C:19]2[CH:24]=[CH:23][CH:22]=[CH:21][N:20]=2)[CH2:9][CH2:10][N:11]([CH3:18])[CH2:12][CH2:13][CH2:14][CH2:15][CH2:16][NH2:17])=[CH:4][CH:3]=1.[C:25]([NH:27][C:28](=[N:36][CH2:37][CH2:38][S:39][CH2:40][C:41]1[N:42]=[C:43]([NH:46][C:47]([NH2:49])=[NH:48])[S:44][CH:45]=1)OC1C=CC=CC=1)#[N:26]>>[Cl:1][C:2]1[CH:7]=[CH:6][C:5]([CH:8]([C:19]2[CH:24]=[CH:23][CH:22]=[CH:21][N:20]=2)[CH2:9][CH2:10][N:11]([CH2:12][CH2:13][CH2:14][CH2:15][CH2:16][NH:17][C:28]([NH:27][C:25]#[N:26])=[N:36][CH2:37][CH2:38][S:39][CH2:40][C:41]2[N:42]=[C:43]([NH:46][C:47]([NH2:49])=[NH:48])[S:44][CH:45]=2)[CH3:18])=[CH:4][CH:3]=1. Procedure details: Preparation is effected analogously to Example 1, using 0.75 g (2.1 mmol) of N-[3-(4-chlorophenyl)-3-(2-pyridyl)propyl]-N-methyl-1,5-pentanediamine and 0.81 g (2.1 mmol) of N-cyano-N'-[2-[[(2-guanidino-4-thiazolyl)methyl]thio]ethyl]-O-phenyl-isourea as starting materials. Working up by chromatography analogously to Example 1 yields the purified title compound in the form of a dry foam; MS (+FAB method): m/z (rel. int.[%])=627 ([M+H]+, 3), 230 (100); IR (KBr): 2162 cm-1 (C≡N). For analytical purp... The product is CC(C)=NOCc1nc2c[n+]([O-])c3cc(Br)ccc3c2s1. Starting materials: CC(C)=NOCc1nc2cnc3cc(Br)ccc3c2s1, ClC(Cl)Cl, O=C(OO)c1cccc(Cl)c1. As a reaction SMILES: [Br:12][c:13]1[cH:14][cH:15][c:16]2[c:17]3[c:18]([cH:19][n:20][c:21]2[cH:22]1)[n:23][c:24]([CH2:26][O:27][N:28]=[C:29]([CH3:30])[CH3:31])[s:25]3.[CH:32]([Cl:33])([Cl:34])[Cl:35].[OH:1][O:2][C:3]([c:4]1[cH:5][c:6]([Cl:7])[cH:8][cH:9][cH:10]1)=[O:11]>>[O-:1][n+:20]1[cH:19][c:18]2[c:17]([c:16]3[cH:15][cH:14][c:13]([Br:12])[cH:22][c:21]31)[s:25][c:24]([CH2:26][O:27][N:28]=[C:29]([CH3:30])[CH3:31])[n:23]2. The reactants are OC1=C(C(=O)O)C(=CC(=C1C)C)C (2-hydroxy-3,4,6-trimethylbenzoic acid), Cl (hydrochloric acid), C1(=CC=CC=C1)O (phenol), P(=O)(Cl)(Cl)Cl (phosphorous oxychloride). Solvent: O (water), O (water), C1(=CC=CC=C1)C (toluene). Reaction conditions: temperature 100 celsius. Yields the product C1(=CC=CC=C1)OC(C1=C(C(=C(C=C1C)C)C)O)=O (2-hydroxy-3,4,6-trimethylbenzoic acid phenyl ester). Isolated yield 49.4%. As a reaction SMILES: [OH:1][C:2]1[C:10]([CH3:11])=[C:9]([CH3:12])[CH:8]=[C:7]([CH3:13])[C:3]=1[C:4]([OH:6])=[O:5].[C:14]1(O)[CH:19]=[CH:18][CH:17]=[CH:16][CH:15]=1.P(Cl)(Cl)(Cl)=O.Cl>O.C1(C)C=CC=CC=1>[C:14]1([O:5][C:4](=[O:6])[C:3]2[C:7]([CH3:13])=[CH:8][C:9]([CH3:12])=[C:10]([CH3:11])[C:2]=2[OH:1])[CH:19]=[CH:18][CH:17]=[CH:16][CH:15]=1. Procedure: In a 500 ml three-necked flask fitted with a mechanical stirrer, a reflux condenser connected to a water pump to absorb the gaseous hydrochloric acid formed during the reaction, and a dropping funnel, were placed 200 ml of dry toluene and 54 g (0.3 mole) of 2-hydroxy-3,4,6-trimethylbenzoic acid prepared in step (1), and 56.4 g (0.6 mole) of phenol were added. The mixture was heated at 100° C. util the reagents were completely dissolved. 27 ml of phosphorous oxychloride were than added dropwise o...